This data is from the Open Reaction Database (ORD), a public repository of structured organic reaction records. The task is: describe an organic reaction: reactants, conditions, products, and yield Starting materials: CC(C)OC(=O)/N=N/C(=O)OC(C)C (DIAD), FC(COC=1C=C2C(NC(N(C2=CC1)C1CCN(CC1)C=O)=O)=O)F (4-[6-(2,2-difluoroethoxy)-2,4-dioxo-3,4-dihydroquinazolin-1(2H)-yl]piperidine-1-carbaldehyde), C1(CCCC1)OC1=C(C=C(C=C1)CO)OC ([4-(cyclopentyloxy)-3-methoxyphenyl]methanol), C1=CC=C(C=C1)P(C2=CC=CC=C2)C3=CC=CC=C3 (PPh3). The solvent is C1CCOC1 (THF). Conditions: time 12 hour. The product is C1(CCCC1)OC=1C=C(CN2C(N(C3=CC=C(C=C3C2=O)OCC(F)F)C2CCN(CC2)C=O)=O)C=CC1OC (4-{3-[3-(cyclopentyloxy)-4-methoxybenzyl]-6-(2,2-difluoroethoxy)-2,4-dioxo-3,4-dihydroquinazolin-1(2H)-yl}piperidine-1-carbaldehyde). Isolated yield 35.1%. RXN SMILES: [CH3:1]C(OC(/N=N/C(OC(C)C)=O)=O)C.[F:15][CH:16]([F:39])[CH2:17][O:18][C:19]1[CH:20]=[C:21]2[C:26](=[CH:27][CH:28]=1)[N:25]([CH:29]1[CH2:34][CH2:33][N:32]([CH:35]=[O:36])[CH2:31][CH2:30]1)[C:24](=[O:37])[NH:23][C:22]2=[O:38].[CH:40]1([O:45][C:46]2[CH:51]=[CH:50][C:49](CO)=[CH:48][C:47]=2[O:54][CH3:55])[CH2:44][CH2:43][CH2:42][CH2:41]1.C1C=CC(P(C2C=CC=CC=2)C2C=CC=CC=2)=CC=1>C1COCC1>[CH:40]1([O:45][C:46]2[CH:51]=[C:50]([CH:49]=[CH:48][C:47]=2[O:54][CH3:55])[CH2:1][N:23]2[C:22](=[O:38])[C:21]3[C:26](=[CH:27][CH:28]=[C:19]([O:18][CH2:17][CH:16]([F:15])[F:39])[CH:20]=3)[N:25]([CH:29]3[CH2:34][CH2:33][N:32]([CH:35]=[O:36])[CH2:31][CH2:30]3)[C:24]2=[O:37])[CH2:41][CH2:42][CH2:43][CH2:44]1. Reported procedure: 0.172 g of DIAD is added to a solution of 0.15 g of 4-[6-(2,2-difluoroethoxy)-2,4-dioxo-3,4-dihydroquinazolin-1(2H)-yl]piperidine-1-carbaldehyde obtained in stage 3.7, 0.142 g of [4-(cyclopentyloxy)-3-methoxyphenyl]methanol and 0.223 g of PPh3 in 3 ml of anhydrous THF. The mixture is stirred at AT for 12 h 00 and then at 60° C. for 1 h 00. It is evaporated under reduced pressure and the residue is purified on silica gel, elution being carried out with AcOEt, to give 0.083 g of the expected produ...